Dataset: the Open Reaction Database (ORD), a public repository of structured organic reaction records. Task: describe an organic reaction: reactants, conditions, products, and yield The reactants are C(C)(C)(C)OC(NC1CCN(CC1)CCOC=1C=NC2=CC=C(N=C2C1O)OC)=O ({1-[2-(4-hydroxy-6-methoxy-[1,5]naphthyridin-3-yloxy)-ethyl]-piperidin-4-yl}-carbamic acid tert-butyl ester), O=C1CSC2=C(N1)C=C(C=C2)C(=O)O (3-oxo-3,4-dihydro-2H-benzo[1,4]thiazine-6-carboxylic acid). The product is OC1=C(C=NC2=CC=C(N=C12)OC)OCCN1CCC(CC1)NC(=O)C=1C=CC2=C(NC(CS2)=O)C1 (3-oxo-3,4-dihydro-2H-benzo[1,4]thiazine-6-carboxylic acid {1-[2-(4-hydroxy-6-methoxy-[1,5]naphthyridin-3-yloxy)-ethyl]-piperidin-4-yl}-amide). As a reaction SMILES: C(O[C:6](=[O:30])[NH:7][CH:8]1[CH2:13][CH2:12][N:11]([CH2:14][CH2:15][O:16][C:17]2[CH:18]=[N:19][C:20]3[C:25]([C:26]=2[OH:27])=[N:24][C:23]([O:28][CH3:29])=[CH:22][CH:21]=3)[CH2:10][CH2:9]1)(C)(C)C.[O:31]=[C:32]1[NH:37][C:36]2[CH:38]=[C:39](C(O)=O)[CH:40]=[CH:41][C:35]=2[S:34][CH2:33]1>>[OH:27][C:26]1[C:25]2[C:20](=[CH:21][CH:22]=[C:23]([O:28][CH3:29])[N:24]=2)[N:19]=[CH:18][C:17]=1[O:16][CH2:15][CH2:14][N:11]1[CH2:12][CH2:13][CH:8]([NH:7][C:6]([C:39]2[CH:40]=[CH:41][C:35]3[S:34][CH2:33][C:32](=[O:31])[NH:37][C:36]=3[CH:38]=2)=[O:30])[CH2:9][CH2:10]1. Reported procedure: The title compound is prepared as a white lyophilizated powder following Scheme 1 and in analogy to Example 1 using {1-[2-(4-hydroxy-6-methoxy-[1,5]naphthyridin-3-yloxy)-ethyl]-piperidin-4-yl}-carbamic acid tert-butyl ester and 3-oxo-3,4-dihydro-2H-benzo[1,4]thiazine-6-carboxylic acid as starting materials.